Dataset: the Open Reaction Database (ORD), a public repository of structured organic reaction records. Task: describe an organic reaction: reactants, conditions, products, and yield Reaction conditions: temperature -78 celsius, time 1 hour. As a reaction SMILES: [C:1]1([O:7][CH3:8])[CH:6]=[CH:5][CH:4]=[CH:3][CH:2]=1.O[CH2:10][C:11]1[C:15](=[CH2:16])[CH:14]=[CH:13][CH:12]=1.B(F)(F)F.CCOCC.O>C(Cl)Cl>[CH3:8][O:7][C:1]1[CH:6]=[CH:5][C:4]([CH2:16][C:15]2[C:11](=[CH2:10])[CH:12]=[CH:13][CH:14]=2)=[CH:3][CH:2]=1 |f:2.3|. The reactants are O (water), C1(=CC=CC=C1)OC (Anisole), OCC1=CC=CC1=C (hydroxymethylfulvene), B(F)(F)F.CCOCC (boron triflouride etherate). Run in C(Cl)Cl (CH2Cl2). Product: COC1=CC=C(CC2=CC=CC2=C)C=C1 (p-Methoxybenzylfulvene). Procedure: Anisole (0.04 mL, 0.37 mmol) was added to a solution of hydroxymethylfulvene (10 mg, 0.04 mmol) in dry CH2Cl2 (5 mL). The mixture was cooled to -78° C. and boron triflouride etherate (0.04 mL, 0.36 mmol) was added dropwise. The reaction was stirred at that temperature for 1 hour and water was added to quench the reaction. The organic layer was washed with H2O, saturated NaHCO3 and brine, and dried over MgSO4. Concentration of the solution gave a residue which was dried in vacuo, yielding the pro... Reactants: C(C1=CC=CC=C1)OC(=O)N1CCC2(CC(N(C2=O)N(C)C)=O)CC1 (8-benzyloxycarbonyl-2-dimethylamino-2,8-diazaspiro[4,5]decane-1,3-dione), Cl (hydrochloric acid). Run at temperature 100 celsius. Product: Cl.CN(N1C(C2(CC1=O)CCNCC2)=O)C (2-Dimethylamino-2,8-diazaspiro[4,5]decane-1,3-dione hydrochloride). Reaction SMILES: C(OC([N:11]1[CH2:25][CH2:24][C:14]2([C:18](=[O:19])[N:17]([N:20]([CH3:22])[CH3:21])[C:16](=[O:23])[CH2:15]2)[CH2:13][CH2:12]1)=O)C1C=CC=CC=1.[ClH:26]>>[ClH:26].[CH3:21][N:20]([CH3:22])[N:17]1[C:16](=[O:23])[CH2:15][C:14]2([CH2:24][CH2:25][NH:11][CH2:12][CH2:13]2)[C:18]1=[O:19] |f:2.3|. Procedure details: To the 8-benzyloxycarbonyl-2-dimethylamino-2,8-diazaspiro[4,5]decane-1,3-dione (0.4 g) which was obtained in Example 18 was added 6N hydrochloric acid (20 ml), and was followed by heating at 100° C. for 3 hours. The solvent was then evaporated; the resulting residual solid was recrystallized from ethanol-ethyl acetate to obtain 0.3 g of a colorless crystal having a melting point of from 257° to 260° C. Starting materials: S(=O)(Cl)Cl (thionyl chloride), CC(C)(C)C1=C(C=CC(=C1)CO)C1=CC(=CC=C1)OC ((2-(1,1-Dimethylethyl)-3′-(methyloxy)-1,1′-biphenyl-4-yl)methanol), S(=O)(Cl)Cl (thionyl chloride). The solvent is C(Cl)Cl (DCM). Run at temperature 0 celsius, time 15 minute. Yields the product ClCC1=CC(=C(C=C1)C1=CC(=CC=C1)OC)C(C)(C)C (4-(Chloromethyl)-2-(1,1-dimethylethyl)-3′-(methyloxy)-1,1′-biphenyl). Yield: 93.0%. RXN SMILES: [CH3:1][C:2]([C:5]1[CH:10]=[C:9]([CH2:11]O)[CH:8]=[CH:7][C:6]=1[C:13]1[CH:18]=[CH:17][CH:16]=[C:15]([O:19][CH3:20])[CH:14]=1)([CH3:4])[CH3:3].S(Cl)([Cl:23])=O>C(Cl)Cl>[Cl:23][CH2:11][C:9]1[CH:8]=[CH:7][C:6]([C:13]2[CH:18]=[CH:17][CH:16]=[C:15]([O:19][CH3:20])[CH:14]=2)=[C:5]([C:2]([CH3:4])([CH3:3])[CH3:1])[CH:10]=1. Reported procedure: A dry, round bottom flask containing 12.2 (0.82 g, 3.04 mmol) and DCM (8.5 mL) was cooled to 0° C. After 15 minutes, thionyl chloride (1.50 mL, 20.56 mmol) was carefully added dropwise at 0° C. Upon complete addition of thionyl chloride, the mixture was allowed to warm to room temperature and stirred overnight. After 25 hours, the reaction was concentrated under reduced pressure. The residue was then purified by flash chromatography (SiO2 gel 60, eluted with 0%-15% EtOAc in hexanes). Fractions c... Starting materials: C(CC)(=O)C1=CC=CC=C1 (propiophenone), BrC=1C=C(C=CC1OCCBr)C(=O)C1=CC=C(C=C1)O ((3-bromo-4-(2-bromoethoxy) phenyl)(4-hydroxyphenyl)methanone). As a reaction SMILES: [C:1]([C:5]1[CH:10]=[CH:9][CH:8]=[CH:7][CH:6]=1)(=O)[CH2:2][CH3:3].[Br:11][C:12]1[CH:13]=[C:14]([C:22]([C:24]2[CH:29]=[CH:28][C:27]([OH:30])=[CH:26][CH:25]=2)=O)[CH:15]=[CH:16][C:17]=1[O:18][CH2:19][CH2:20][Br:21]>>[Br:11][C:12]1[CH:13]=[C:14]([C:22]([C:24]2[CH:29]=[CH:28][C:27]([OH:30])=[CH:26][CH:25]=2)=[C:1]([C:5]2[CH:10]=[CH:9][CH:8]=[CH:7][CH:6]=2)[CH2:2][CH3:3])[CH:15]=[CH:16][C:17]=1[O:18][CH2:19][CH2:20][Br:21]. Reported procedure: Following general procedure of McMurry reaction as described in example 1, step B, propiophenone (0.2 g, 3.0 eq) was reacted with (3-bromo-4-(2-bromoethoxy) phenyl)(4-hydroxyphenyl)methanone (0.2 g, 1.0 eq) to give 0.09 g desired product (36% yield, Z/E=1/1). 1H NMR (400 MHz, CDCl3) δ 7.42 (s, 1H), 7.01-7.0 (m, 7H), 6.87 (d, J=8.4 Hz, 1H), 6.82 (d, J=8.4 Hz, 1H), 6.71 (d, J=8.4 Hz, 1H), 6.48 (d, J=8.4 Hz, 1H), 4.36 (t, J=6.8 Hz, 1H), 4.19 (t, J=6.4 Hz, 1H), 3.70 (t, J=6.4 Hz, 1H), 3.59 (t, J=6.8... Product: BrC=1C=C(C=CC1OCCBr)C(=C(CC)C1=CC=CC=C1)C1=CC=C(C=C1)O (4-(1-(3-bromo-4-(2-bromoethoxy)phenyl)-2-phenylbut-1-enyl)phenol). The yield is 35.8%.